From a dataset of the Open Reaction Database (ORD), a public repository of structured organic reaction records. describe an organic reaction: reactants, conditions, products, and yield Reactants: ClC1=NC=C(C=C1Cl)C(F)(F)F (2,3-dichloro-5-(trifluoromethyl)pyridine), C1(CC1)N1N=CC2=CC(=CC=C12)CNS(=O)(=O)C1=CC=C(C(=O)OC)C=C1 (methyl 4-(N-((1-cyclopropyl-1H-indazol-5-yl)methyl)sulfamoyl)benzoate). The product is ClC=1C(=NC=C(C1)C(F)(F)F)N(S(=O)(=O)C1=CC=C(C(=O)OC)C=C1)CC=1C=C2C=NN(C2=CC1)C1CC1 (Methyl 4-(N-(3-chloro-5-(trifluoromethyl)pyridin-2-yl)-N-((1-cyclopropyl-1H-indazol-5-yl)methyl)sulfamoyl)benzoate). As a reaction SMILES: Cl[C:2]1[C:7]([Cl:8])=[CH:6][C:5]([C:9]([F:12])([F:11])[F:10])=[CH:4][N:3]=1.[CH:13]1([N:16]2[C:24]3[C:19](=[CH:20][C:21]([CH2:25][NH:26][S:27]([C:30]4[CH:39]=[CH:38][C:33]([C:34]([O:36][CH3:37])=[O:35])=[CH:32][CH:31]=4)(=[O:29])=[O:28])=[CH:22][CH:23]=3)[CH:18]=[N:17]2)[CH2:15][CH2:14]1>>[Cl:8][C:7]1[C:2]([N:26]([CH2:25][C:21]2[CH:20]=[C:19]3[C:24](=[CH:23][CH:22]=2)[N:16]([CH:13]2[CH2:15][CH2:14]2)[N:17]=[CH:18]3)[S:27]([C:30]2[CH:31]=[CH:32][C:33]([C:34]([O:36][CH3:37])=[O:35])=[CH:38][CH:39]=2)(=[O:29])=[O:28])=[N:3][CH:4]=[C:5]([C:9]([F:12])([F:11])[F:10])[CH:6]=1. Procedure details: The titled compound was prepared according to the procedure described in step-2 of Example 1 from 2,3-dichloro-5-(trifluoromethyl)pyridine and methyl 4-(N-((1-cyclopropyl-1H-indazol-5-yl)methyl)sulfamoyl)benzoate (step-5 of Example 28). Reactants: CN(C)C=O, FC(F)(F)c1cccc(-c2ccc(CCl)cn2)c1, [H-], [Na+], O, Oc1ccc(CCCCn2ccnn2)cc1. Product: FC(F)(F)c1cccc(-c2ccc(COc3ccc(CCCCn4ccnn4)cc3)cn2)c1. RXN SMILES: [CH3:38][N:39]([CH3:40])[CH:41]=[O:42].[Cl:19][CH2:20][c:21]1[cH:22][cH:23][c:24](-[c:27]2[cH:28][c:29]([C:33]([F:34])([F:35])[F:36])[cH:30][cH:31][cH:32]2)[n:25][cH:26]1.[H-:17].[Na+:18].[OH2:37].[n:1]1([CH2:6][CH2:7][CH2:8][CH2:9][c:10]2[cH:11][cH:12][c:13]([OH:16])[cH:14][cH:15]2)[n:2][n:3][cH:4][cH:5]1>>[n:1]1([CH2:6][CH2:7][CH2:8][CH2:9][c:10]2[cH:11][cH:12][c:13]([O:16][CH2:20][c:21]3[cH:22][cH:23][c:24](-[c:27]4[cH:28][c:29]([C:33]([F:34])([F:35])[F:36])[cH:30][cH:31][cH:32]4)[n:25][cH:26]3)[cH:14][cH:15]2)[n:2][n:3][cH:4][cH:5]1. Starting materials: C(C)(C)(C)OC(N[C@@H]1C[C@H](C1)NC=1SC2=C(N1)C=CC=C2)=O (Tert-butyl(trans-3-(benzo[d]thiazol-2-ylamino)cyclobutyl)carbamate), C(C)(C)(C)OC(N[C@@H]1C[C@H](C1)NC=1SC2=C(N1)C=CC=C2)=O (Tert-butyl(trans-3-(benzo[d]thiazol-2-ylamino)cyclobutyl)carbamate), BrC=1C(=NC=CC1)F (3-bromo-2-fluoropyridine), BrC=1C(=NC=CC1)F (3-Bromo-2-fluoropyridine), amine, C([O-])([O-])=O.[Cs+].[Cs+] (cesium carbonate), BrC=1C(=NC=CC1)F (3-bromo-2-fluoropyridine). Run in ClCCl (dichloromethane), FC(C(=O)O)(F)F (trifluoroacetic acid), CS(=O)C (dimethylsulfoxide). Run at temperature 110 celsius, time 20 minute. The product is S1C(=NC2=C1C=CC=C2)N[C@@H]2C[C@H](C2)NC2=NC=CC=C2Br (trans-N1-(benzo[d]thiazol-2-yl)-N3-(3-bromopyridin-2-yl)cyclobutane-1,3-diamine). Isolated yield 63.8%. As a reaction SMILES: C(O[C:6](=O)[NH:7][C@H:8]1[CH2:11][C@H:10]([NH:12][C:13]2[S:14][C:15]3[CH:21]=[CH:20][CH:19]=[CH:18][C:16]=3[N:17]=2)[CH2:9]1)(C)(C)C.C(=O)([O-])[O-].[Cs+].[Cs+].[Br:29][C:30]1C(F)=[N:32][CH:33]=[CH:34][CH:35]=1>ClCCl.FC(F)(F)C(O)=O.CS(C)=O>[S:14]1[C:15]2[CH:21]=[CH:20][CH:19]=[CH:18][C:16]=2[N:17]=[C:13]1[NH:12][C@H:10]1[CH2:9][C@H:8]([NH:7][C:6]2[C:30]([Br:29])=[CH:35][CH:34]=[CH:33][N:32]=2)[CH2:11]1 |f:1.2.3|. Procedure: Tert-butyl(trans-3-(benzo[d]thiazol-2-ylamino)cyclobutyl)carbamate (intermediate 10, 1.16 g, 3.63 mmol) was dissolved in a mixture of dichloromethane (50 mL) and trifluoroacetic acid (10 mL). The solution was stirred for 20 minutes then evaporated to dryness under reduced pressure and further dried under high vacuum at 60° C. The crude amine was treated with cesium carbonate (2.85 g, 8.75 mmol) and dissolved in dry dimethylsulfoxide (5 mL). 3-Bromo-2-fluoropyridine (0.400 ml, 3.89 mmol) was adde... The reactants are Cl.Cl.COC=1C=C(C=CC1OC)CCNCCCCCCNCCC1=CC=CC=C1 (N-[2-(3,4-Dimethoxyphenyl)ethyl]-N'-[2-phenylethyl]hexane-1,6-diamine dihydrochloride), Br (hydrobromic acid). The product is Br.Br.C1(=CC=CC=C1)CCNCCCCCCNCCC=1C=C(C(=CC1)O)O (4-[2-(6-(2-Phenylethylamino)hexylamino)ethyl]-1,2-benzenediol dihydrobromide), dihydrobromide. RXN SMILES: Cl.Cl.C[O:4][C:5]1[CH:6]=[C:7]([CH2:13][CH2:14][NH:15][CH2:16][CH2:17][CH2:18][CH2:19][CH2:20][CH2:21][NH:22][CH2:23][CH2:24][C:25]2[CH:30]=[CH:29][CH:28]=[CH:27][CH:26]=2)[CH:8]=[CH:9][C:10]=1[O:11]C.[BrH:31]>>[BrH:31].[BrH:31].[C:25]1([CH2:24][CH2:23][NH:22][CH2:21][CH2:20][CH2:19][CH2:18][CH2:17][CH2:16][NH:15][CH2:14][CH2:13][C:7]2[CH:6]=[C:5]([OH:4])[C:10]([OH:11])=[CH:9][CH:8]=2)[CH:26]=[CH:27][CH:28]=[CH:29][CH:30]=1 |f:0.1.2,4.5.6|. Procedure details: A solution of the diamine product of step (b) (4.75 g) in 48% aqueous hydrobromic acid (70 ml) was heated under reflux in an atmosphere of nitrogen for 3.5 hours. The solid which formed on cooling was filtered off and crystallised from ethanol, to give the title compound as the dihydrobromide salt, (3.1 g), mp 227°-228°.